Task: describe an organic reaction: reactants, conditions, products, and yield. Dataset: the Open Reaction Database (ORD), a public repository of structured organic reaction records Reaction conditions: time 3 hour. The product is C1(=CC=CC=C1)C(CCP(OCC)(OCC)=O)C1=CC=CC=C1 (Diethyl 3,3-diphenylpropylphosphonate). Reactants: C(C)C(CC(C1=CC=CC=C1)C1=CC=CC=C1)(CC)Br (Diethyl 3,3-diphenylpropylbromide), P(OCC)(OCC)OCC (triethyl phosphite), P(OCC)(OCC)OCC (triethyl phosphite). Reported procedure: Diethyl 3,3-diphenylpropylbromide (43.0 g, 0.156 mol) and triethyl phosphite (51.9 g, 0.31 mol) was heated to 150° C. for 20 hours in a flask equipped with nitrogen flow through and an air condenser. Extra triethyl phosphite (20 ml) was added and heating continued to 160° C. for 3 hours. The yellow reaction solution was distilled, collecting several fractions to give the title product as a pale yellow liquid (b.p. 162-176° C. at 0.08 mbar) that crystallised on standing. Reaction SMILES: C([C:3](Br)(CC)[CH2:4][CH:5]([C:12]1[CH:17]=[CH:16][CH:15]=[CH:14][CH:13]=1)[C:6]1[CH:11]=[CH:10][CH:9]=[CH:8][CH:7]=1)C.[P:21]([O:28]CC)([O:25][CH2:26][CH3:27])[O:22][CH2:23][CH3:24]>>[C:12]1([CH:5]([C:6]2[CH:7]=[CH:8][CH:9]=[CH:10][CH:11]=2)[CH2:4][CH2:3][P:21](=[O:28])([O:25][CH2:26][CH3:27])[O:22][CH2:23][CH3:24])[CH:13]=[CH:14][CH:15]=[CH:16][CH:17]=1. Starting materials: COc1ccc(-c2nc(C3CCC3)n3ccnc(Cl)c23)cc1OCc1ccccc1, CC(C)O, N. Product: COc1ccc(-c2nc(C3CCC3)n3ccnc(N)c23)cc1OCc1ccccc1. Reaction SMILES: [CH2:1]([c:2]1[cH:3][cH:4][cH:5][cH:6][cH:7]1)[O:8][c:9]1[cH:10][c:11](-[c:17]2[n:18][c:19]([CH:27]3[CH2:28][CH2:29][CH2:30]3)[n:20]3[c:21]2[c:22]([Cl:26])[n:23][cH:24][cH:25]3)[cH:12][cH:13][c:14]1[O:15][CH3:16].[CH:32]([OH:33])([CH3:34])[CH3:35].[NH3:31]>>[CH2:1]([c:2]1[cH:3][cH:4][cH:5][cH:6][cH:7]1)[O:8][c:9]1[cH:10][c:11](-[c:17]2[n:18][c:19]([CH:27]3[CH2:28][CH2:29][CH2:30]3)[n:20]3[c:21]2[c:22]([NH2:31])[n:23][cH:24][cH:25]3)[cH:12][cH:13][c:14]1[O:15][CH3:16]. Starting materials: CN1CCN(Cc2csc(C(=O)O)c2Cl)CC1, Nc1ccc(Cl)cc1C(=O)Nc1ccc(Cl)cn1, Cl, O=S(Cl)Cl, c1ccncc1. As a reaction SMILES: [C:1](=[O:2])([OH:3])[c:4]1[s:5][cH:6][c:7]([CH2:10][N:11]2[CH2:12][CH2:13][N:14]([CH3:17])[CH2:15][CH2:16]2)[c:8]1[Cl:9].[Cl:19][c:20]1[cH:21][cH:22][c:23]([NH:26][C:27]([c:28]2[c:29]([NH2:35])[cH:30][cH:31][c:32]([Cl:34])[cH:33]2)=[O:36])[n:24][cH:25]1.[ClH:18].[S:37]([Cl:38])([Cl:39])=[O:40].[cH:41]1[cH:42][cH:43][n:44][cH:45][cH:46]1>>[C:1](=[O:3])([c:4]1[s:5][cH:6][c:7]([CH2:10][N:11]2[CH2:12][CH2:13][N:14]([CH3:17])[CH2:15][CH2:16]2)[c:8]1[Cl:9])[NH:35][c:29]1[c:28]([C:27]([NH:26][c:23]2[cH:22][cH:21][c:20]([Cl:19])[cH:25][n:24]2)=[O:36])[cH:33][c:32]([Cl:34])[cH:31][cH:30]1. The product is CN1CCN(Cc2csc(C(=O)Nc3ccc(Cl)cc3C(=O)Nc3ccc(Cl)cn3)c2Cl)CC1. The product is Nc1cc(C(=O)O)ccc1F. Reactants: CO, O=C(O)c1ccc(F)c([N+](=O)[O-])c1, [H][H]. Reaction SMILES: [CH3:16][OH:17].[F:1][c:2]1[c:3]([N+:11]([O-:12])=[O:13])[cH:4][c:5]([C:6](=[O:7])[OH:8])[cH:9][cH:10]1.[H:14][H:15]>>[F:1][c:2]1[c:3]([NH2:11])[cH:4][c:5]([C:6](=[O:7])[OH:8])[cH:9][cH:10]1. Reactants: COC(N)=O (carbamic acid methyl ester), N (ammonia), C(C)C1C(CCC1)CN (2-ethyl-cyclopentylmethylamine). Run in O1CCOCC1 (dioxane). Reaction conditions: time 2 hour. Yields the product 3-methoxy-5-chlorothiophene-2-carboxamido, C(C)C1C(CCC1)CNC(N)=O (N'-(2-ethyl-cyclopentyl-methyl)-urea). As a reaction SMILES: C[O:2][C:3](=O)[NH2:4].[CH2:6]([CH:8]1[CH2:12][CH2:11][CH2:10][CH:9]1[CH2:13][NH2:14])[CH3:7].N>O1CCOCC1>[CH2:6]([CH:8]1[CH2:12][CH2:11][CH2:10][CH:9]1[CH2:13][NH:14][C:3](=[O:2])[NH2:4])[CH3:7]. Procedure: 4.33 g of N-[4-(β-<3-methoxy-5-chlorothiophene-2-carboxamido>-ethyl)-benzenesulfonyl]-carbamic acid methyl ester (melting point 186° - 188° C) were dissolved in 100 ml of dioxane and, after addition of 1.2 g of 2-ethyl-cyclopentylmethylamine, kept for 2 hours under reflux. The clear solution was poured into dilute aqueous ammonia solution, filtered and acidified with 2N-hydrochloric acid. The N-[4-(β-<3-methoxy-5-chlorothiophene-2-carboxamido>-ethyl)-benzenesulfonyl]-N'-(2-ethyl-cyclopentyl-meth... Reactants: C(C)(C)(C)OC(=O)N1CC(CC1)N1C(=NC(=C1)C1=CC(=C(C=C1)F)C(F)(F)F)C1CCN(CC1)C1=NC=NC(=C1C#N)N (3-[2-[1-(6-amino-5-cyano-pyrimidin-4-yl)-piperidin-4-yl]-4-(4-fluoro-3-trifluoromethyl-phenyl)-imidazol-1-yl]-pyrrolidine-1-carboxylic acid tert-butyl ester), OO (H2O2). Run in CS(=O)C (DMSO). Run at time 2 hour. The product is NC1=C(C(=NC=N1)N1CCC(CC1)C=1N(C=C(N1)C1=CC(=C(C=C1)F)C(F)(F)F)C1CN(CC1)C(=O)OC(C)(C)C)C(N)=O (tert-butyl 3-(2-(1-(6-amino-5-carbamoylpyrimidin-4-yl)piperidin-4-yl)-4-(4-fluoro-3-(trifluoromethyl)phenyl)-1H-imidazol-1-yl)pyrrolidine-1-carboxylate). Yield: 42.8%. As a reaction SMILES: [C:1]([O:5][C:6]([N:8]1[CH2:12][CH2:11][CH:10]([N:13]2[CH:17]=[C:16]([C:18]3[CH:23]=[CH:22][C:21]([F:24])=[C:20]([C:25]([F:28])([F:27])[F:26])[CH:19]=3)[N:15]=[C:14]2[CH:29]2[CH2:34][CH2:33][N:32]([C:35]3[C:40]([C:41]#[N:42])=[C:39]([NH2:43])[N:38]=[CH:37][N:36]=3)[CH2:31][CH2:30]2)[CH2:9]1)=[O:7])([CH3:4])([CH3:3])[CH3:2].[OH:44]O>CS(C)=O>[NH2:43][C:39]1[N:38]=[CH:37][N:36]=[C:35]([N:32]2[CH2:31][CH2:30][CH:29]([C:14]3[N:13]([CH:10]4[CH2:11][CH2:12][N:8]([C:6]([O:5][C:1]([CH3:4])([CH3:2])[CH3:3])=[O:7])[CH2:9]4)[CH:17]=[C:16]([C:18]4[CH:23]=[CH:22][C:21]([F:24])=[C:20]([C:25]([F:28])([F:27])[F:26])[CH:19]=4)[N:15]=3)[CH2:34][CH2:33]2)[C:40]=1[C:41](=[O:44])[NH2:42]. Procedure details: A reaction mixture of 3-[2-[1-(6-amino-5-cyano-pyrimidin-4-yl)-piperidin-4-yl]-4-(4-fluoro-3-trifluoromethyl-phenyl)-imidazol-1-yl]-pyrrolidine-1-carboxylic acid tert-butyl ester (100.00 mg; 0.17 mmol; 1.00 eq.) and 2.0N NaOHaq (0.83 ml; 1.66 mmol; 10.00 eq.), in DMSO 8 ml was stirred at RT for 5 mins, added H2O2 (0.16 ml; 1.66 mmol; 10.00 eq.) stirred at RT for 2 hr. Purified the product by HPLC (basic), collected title compound 45 mg, yield 43%. The reactants are O=C1CCC(=O)N1Br, ClC(Cl)(Cl)Cl, CCOC(=O)c1cccc(-c2ccc(CBr)cc2)c1, CCOC(=O)c1ccc(-c2ccccc2C)cc1, CC(C)(C#N)N=NC(C)(C)C#N. Product: CCOC(=O)c1ccc(-c2ccccc2CBr)cc1. As a reaction SMILES: [Br:38][N:39]1[C:40](=[O:41])[CH2:42][CH2:43][C:44]1=[O:45].[C:58]([Cl:59])([Cl:60])([Cl:61])[Cl:62].[CH2:1]([O:2][C:3]([c:4]1[cH:5][c:6](-[c:7]2[cH:8][cH:9][c:10]([CH2:11][Br:19])[cH:12][cH:13]2)[cH:14][cH:15][cH:16]1)=[O:17])[CH3:18].[CH2:20]([CH3:21])[O:22][C:23](=[O:24])[c:25]1[cH:26][cH:27][c:28](-[c:31]2[c:32]([CH3:37])[cH:33][cH:34][cH:35][cH:36]2)[cH:29][cH:30]1.[N:46]([C:47]([CH3:48])([CH3:49])[C:50]#[N:51])=[N:52][C:53]([CH3:54])([CH3:55])[C:56]#[N:57]>>[Br:19][CH2:37][c:32]1[c:31](-[c:28]2[cH:27][cH:26][c:25]([C:23]([O:22][CH2:20][CH3:21])=[O:24])[cH:30][cH:29]2)[cH:36][cH:35][cH:34][cH:33]1.